This data is from the Open Reaction Database (ORD), a public repository of structured organic reaction records. The task is: describe an organic reaction: reactants, conditions, products, and yield The reactants are CC([O-])C.CC([O-])C.CC([O-])C.[Al+3] (aluminum triisopropoxide), C(C)(=O)C1=CC=CC=C1 (Acetophenone), Cl (hydrochloric acid). The solvent is CC(C)O (2-propanol). Conditions: temperature 25 celsius, time 4 hour. Yields the product CC(C1=CC=CC=C1)O (α-phenethyl Alcohol). Yield: 92.3%. Reaction SMILES: [C:1]([C:4]1[CH:9]=[CH:8][CH:7]=[CH:6][CH:5]=1)(=[O:3])[CH3:2].CC(C)[O-].CC(C)[O-].CC(C)[O-].[Al+3].Cl>CC(O)C>[CH3:2][CH:1]([OH:3])[C:4]1[CH:9]=[CH:8][CH:7]=[CH:6][CH:5]=1 |f:1.2.3.4|. Reported procedure: Acetophenone (0.601 g) was dissolved in 15 ml of 2-propanol, 2.04 g of aluminum triisopropoxide was added, and the mixture was stirred at 25° C. for 4 hours. After hydrolysis with 1 N hydrochloric acid, the mixture was extracted with ethyl acetate. Concentration gave 0.564 g of an oil, which was analyzed by HPLC (conversion 0.6%, yield 0.4%). Starting materials: Cl (hydrochloric acid), ClC=1C=C(C=CC1Cl)C(CNC(C1=CC=CC=C1)=O)N1CCCC1 (N-[2-(3,4-dichlorophenyl)-2-pyrrolidin-1-yl-ethyl]benzamide), CI (methyl iodide), [OH-].[K+] (KOH). Solvent: C(C)OCC (diethylether), O (water), CS(=O)C (dimethylsulfoxide), CS(=O)C (dimethylsulfoxide), C(C)OCC (diethylether). Conditions: temperature 23 celsius. Product: Cl.ClC=1C=C(C=CC1Cl)C(CN(C(C1=CC=CC=C1)=O)C)N1CCCC1 (N-[2-(3,4-Dichlorophenyl)-2-pyrrolidin-1-ylethyl]-N-methylbenzamide hydrochloride salt). Yield: 40.5%. Reaction SMILES: [Cl:1][C:2]1[CH:3]=[C:4]([CH:9]([N:20]2[CH2:24][CH2:23][CH2:22][CH2:21]2)[CH2:10][NH:11][C:12](=[O:19])[C:13]2[CH:18]=[CH:17][CH:16]=[CH:15][CH:14]=2)[CH:5]=[CH:6][C:7]=1[Cl:8].[CH3:25]I.[OH-].[K+].Cl>CS(C)=O.C(OCC)C.O>[ClH:1].[Cl:1][C:2]1[CH:3]=[C:4]([CH:9]([N:20]2[CH2:24][CH2:23][CH2:22][CH2:21]2)[CH2:10][N:11]([CH3:25])[C:12](=[O:19])[C:13]2[CH:18]=[CH:17][CH:16]=[CH:15][CH:14]=2)[CH:5]=[CH:6][C:7]=1[Cl:8] |f:2.3,8.9|. Procedure details: A solution of N-[2-(3,4-dichlorophenyl)-2-pyrrolidin-1-yl-ethyl]benzamide (260 mg) in dimethylsulfoxide (1.5 mL) and methyl iodide (230 mg) were added to a solution of KOH (190 mg) in dimethylsulfoxide (0.7 mL). The reaction was stirred at 23° C. for 3/4 hour, was poured into water (10 mL), and extracted with dichloromethane (20 mL). The organic layer was washed (brine), dried and evaporated to a gold oil. Chromatography, with ethyl acetate:hexane (50:50 then 75:25) as the eluent, gave an oil, w... Starting materials: [H-].[Na+] (sodium hydride), S(=O)(=O)(OC)OC (Dimethyl sulphate), BrC=1C=C(C=CC1)NC1=C(C(=O)O)C=CC=C1 (2-(3-Bromo-phenylamino)benzoic acid), BrC=1C=C(C=CC1)NC1=C(C(=O)O)C=CC=C1 (2-(3-Bromo-phenylamino)benzoic acid). Run in C(C)(=O)O (acetic acid), CN(C)C=O (DMF), O (water), S(O)(O)(=O)=O (sulphuric acid), O (water). Conditions: temperature 100 celsius, time 30 minute. Yields the product BrC1=CC=CC=2N(C3=CC=CC=C3C(C12)=O)C (1-Bromo-10-methyl-10H-acridin-9-one). Yield: 26.0%. Reaction SMILES: [Br:1][C:2]1[CH:3]=[C:4]([NH:8][C:9]2[CH:17]=[CH:16][CH:15]=[CH:14][C:10]=2[C:11]([OH:13])=O)[CH:5]=[CH:6][CH:7]=1.[H-].[Na+].S(OC)(O[CH3:24])(=O)=O>S(=O)(=O)(O)O.CN(C=O)C.O.C(O)(=O)C>[Br:1][C:2]1[C:3]2[C:11](=[O:13])[C:10]3[C:9](=[CH:17][CH:16]=[CH:15][CH:14]=3)[N:8]([CH3:24])[C:4]=2[CH:5]=[CH:6][CH:7]=1 |f:1.2|. Procedure details: (Method E-1) 2-(3-Bromo-phenylamino)benzoic acid, 13 (9.5 g, 32.5 mmol) was dissolved in conc. sulphuric acid (50 ml) and heated to 100° C. for 40 mins. After cooling, water was added slowly giving a green solid. The solid was filtered off and washed with water, and dried over phosphorous pentoxide. The crude material was partially dissolved in DMF (100 ml) and slowly added under nitrogen to sodium hydride (3.75 g, 156 mmol) in DMF (50 ml), and the mixture stirred for 30 mins. Dimethyl sulphate ... The reactants are BrC(Br)(Br)Br, N#Cc1ncc2cc(Cc3ccc(CO)cc3)n(C3CCCCC3)c2n1, ClCCl, c1ccc(P(c2ccccc2)c2ccccc2)cc1. The product is N#Cc1ncc2cc(Cc3ccc(CBr)cc3)n(C3CCCCC3)c2n1. Reaction SMILES: [C:46]([Br:47])([Br:48])([Br:49])[Br:50].[CH:1]1([n:7]2[c:8]([CH2:18][c:19]3[cH:20][cH:21][c:22]([CH2:25][OH:26])[cH:23][cH:24]3)[cH:9][c:10]3[c:11]2[n:12][c:13]([C:16]#[N:17])[n:14][cH:15]3)[CH2:2][CH2:3][CH2:4][CH2:5][CH2:6]1.[Cl:51][CH2:52][Cl:53].[c:27]1([P:28]([c:29]2[cH:30][cH:31][cH:32][cH:33][cH:34]2)[c:35]2[cH:36][cH:37][cH:38][cH:39][cH:40]2)[cH:41][cH:42][cH:43][cH:44][cH:45]1>>[CH:1]1([n:7]2[c:8]([CH2:18][c:19]3[cH:20][cH:21][c:22]([CH2:25][Br:47])[cH:23][cH:24]3)[cH:9][c:10]3[c:11]2[n:12][c:13]([C:16]#[N:17])[n:14][cH:15]3)[CH2:2][CH2:3][CH2:4][CH2:5][CH2:6]1. The reactants are COC(=O)c1ccc(-n2c(C)cc(OCc3ccc(F)cc3F)c(Br)c2=O)o1, CC#N, C1CCOC1, CCOC(C)=O, Cl, [Na+], [OH-], O. Yields the product Cc1cc(OCc2ccc(F)cc2F)c(Br)c(=O)n1-c1ccc(C(=O)O)o1. Reaction SMILES: [Br:1][c:2]1[c:3](=[O:28])[n:4](-[c:19]2[cH:20][cH:21][c:22]([C:24](=[O:25])[O:26][CH3:27])[o:23]2)[c:5]([CH3:18])[cH:6][c:7]1[O:8][CH2:9][c:10]1[c:11]([F:17])[cH:12][c:13]([F:16])[cH:14][cH:15]1.[C:33](#[N:34])[CH3:35].[CH2:36]1[O:37][CH2:38][CH2:39][CH2:40]1.[CH3:41][CH2:42][O:43][C:44](=[O:45])[CH3:46].[ClH:31].[Na+:30].[OH-:29].[OH2:32]>>[Br:1][c:2]1[c:3](=[O:28])[n:4](-[c:19]2[cH:20][cH:21][c:22]([C:24](=[O:25])[OH:26])[o:23]2)[c:5]([CH3:18])[cH:6][c:7]1[O:8][CH2:9][c:10]1[c:11]([F:17])[cH:12][c:13]([F:16])[cH:14][cH:15]1.